Task: describe an organic reaction: reactants, conditions, products, and yield. Dataset: the Open Reaction Database (ORD), a public repository of structured organic reaction records The reactants are CCCC(=O)C(=COCC)C(=O)OCC, COc1cscc1N. The product is CCCC(=O)C(=CNc1cscc1OC)C(=O)OCC. Reaction SMILES: [C:9]([CH2:10][CH2:11][CH3:12])(=[O:13])[C:14]([C:15](=[O:16])[O:17][CH2:18][CH3:19])=[CH:20][O:21][CH2:22][CH3:23].[CH3:1][O:2][c:3]1[c:4]([NH2:8])[cH:5][s:6][cH:7]1>>[CH3:1][O:2][c:3]1[c:4]([NH:8][CH:20]=[C:14]([C:9]([CH2:10][CH2:11][CH3:12])=[O:13])[C:15](=[O:16])[O:17][CH2:18][CH3:19])[cH:5][s:6][cH:7]1. The reactants are CN1N=CC(=C1)C=1C=2N(C=CN1)N=C(N2)N (8-(1-Methylpyrazol-4-yl)-[1,2,4]triazolo[1,5-a]pyrazin-2-amine), BrC1=CC=C(C=C1)C(C)(C)C (1-bromo-4-tert-butyl-benzene). Yields the product C(C)(C)(C)C1=CC=C(C=C1)NC1=NN2C(C(=NC=C2)C=2C=NN(C2)C)=N1 ((4-tert-butyl-phenyl)-[8-(1-methyl-1H-pyrazol-4-yl)-[1,2,4]triazolo[1,5-a]pyrazin-2-yl]-amine). RXN SMILES: [CH3:1][N:2]1[CH:6]=[C:5]([C:7]2[C:8]3[N:9]([N:13]=[C:14]([NH2:16])[N:15]=3)[CH:10]=[CH:11][N:12]=2)[CH:4]=[N:3]1.Br[C:18]1[CH:23]=[CH:22][C:21]([C:24]([CH3:27])([CH3:26])[CH3:25])=[CH:20][CH:19]=1>>[C:24]([C:21]1[CH:22]=[CH:23][C:18]([NH:16][C:14]2[N:15]=[C:8]3[C:7]([C:5]4[CH:4]=[N:3][N:2]([CH3:1])[CH:6]=4)=[N:12][CH:11]=[CH:10][N:9]3[N:13]=2)=[CH:19][CH:20]=1)([CH3:27])([CH3:26])[CH3:25]. Procedure details: 8-(1-Methylpyrazol-4-yl)-[1,2,4]triazolo[1,5-a]pyrazin-2-amine, as described earlier, is coupled with 1-bromo-4-tert-butyl-benzene according to general procedure 2.